From a dataset of the Open Reaction Database (ORD), a public repository of structured organic reaction records. describe an organic reaction: reactants, conditions, products, and yield Starting materials: C(C)(C)(C)OC(=O)N1CCN(CC1)C1=NC=CN=C1Cl (3′-chloro-2,3,5,6-tetrahydro-[1,2′]bipyrazinyl-4-carboxylic acid t-butyl ester), N1CCCCC1 (piperidine), [OH-].[Na+] (sodium hydroxide). Run in C(Cl)Cl (DCM). Run at temperature 180 celsius. Yields the product C(C)(C)(C)OC(=O)N1CCN(CC1)C1=NC=CN=C1N1CCCCC1 (3′-piperidin-1-yl-2,3,5,6-tetrahydro-[1,2′]bipyrazinyl-4-carboxylic acid t-butyl ester). Isolated yield 98.8%. As a reaction SMILES: [C:1]([O:5][C:6]([N:8]1[CH2:13][CH2:12][N:11]([C:14]2[C:19](Cl)=[N:18][CH:17]=[CH:16][N:15]=2)[CH2:10][CH2:9]1)=[O:7])([CH3:4])([CH3:3])[CH3:2].[NH:21]1[CH2:26][CH2:25][CH2:24][CH2:23][CH2:22]1.[OH-].[Na+]>C(Cl)Cl>[C:1]([O:5][C:6]([N:8]1[CH2:13][CH2:12][N:11]([C:14]2[C:19]([N:21]3[CH2:26][CH2:25][CH2:24][CH2:23][CH2:22]3)=[N:18][CH:17]=[CH:16][N:15]=2)[CH2:10][CH2:9]1)=[O:7])([CH3:4])([CH3:3])[CH3:2] |f:2.3|. Procedure: Place 3′-chloro-2,3,5,6-tetrahydro-[1,2′]bipyrazinyl-4-carboxylic acid t-butyl ester (0.4 g, 1.34 mmol, 1 eq) and piperidine (662 μL, 6.69 mmol, 5 eq) in a microwave vial, seal and heat in a CEM™ microwave to 180° C. with up to 300 Watt power for 1 hr. (Caution—pressure build up). Add 2 M aqueous sodium hydroxide solution (5 mL) and DCM (5 mL), and then pass through a hydrophobic frit to separate. Extract the aqueous layer twice with DCM (5 mL) combine the organic extracts and concentrate to giv... Starting materials: C(=O)N1CC2=C(C(CC1)=O)C=CS2 (7-Formyl-5,6,7,8-tetrahydrothieno[2,3-c]azepin-4-one), O (water). Run in Cl.O1CCOCC1 (hydrochloric acid dioxane). Conditions: temperature 60 celsius. Yields the product S1C=CC2=C1CNCCC2=O (5,6,7,8-Tetrahydrothieno[2,3-c]azepin-4-one). Yield: 94.3%. RXN SMILES: C([N:3]1[CH2:9][CH2:8][C:7](=[O:10])[C:6]2[CH:11]=[CH:12][S:13][C:5]=2[CH2:4]1)=O.O>Cl.O1CCOCC1>[S:13]1[C:5]2[CH2:4][NH:3][CH2:9][CH2:8][C:7](=[O:10])[C:6]=2[CH:11]=[CH:12]1 |f:2.3|. Procedure details: 7-Formyl-5,6,7,8-tetrahydrothieno[2,3-c]azepin-4-one (2.6 g) prepared in the step 4 was dissolved in 4N hydrochloric acid/dioxane solution, 13.5 mL of water was added thereto and the mixture was heated at 60° C. for 6 hours with stirring. The solvent was evaporated from the reaction solution in vacuo, water was added to the residue and the mixture was subjected to extraction with diethyl ether. The resulting aqueous solution was slowly neutralized with an aqueous solution of sodium hydrogen carb... The reactants are COC(=O)C1(CCC=O)CCOCC1, CC(=O)O, ClCCCl, CC1CCCN1C1CCN(c2ccc(N)c(F)c2)C1. The product is COC(=O)C1(CCCNc2ccc(N3CCC(N4CCCC4C)C3)cc2F)CCOCC1. Reaction SMILES: [CH3:1][O:2][C:3](=[O:4])[C:5]1([CH2:11][CH2:12][CH:13]=[O:14])[CH2:6][CH2:7][O:8][CH2:9][CH2:10]1.[CH3:34][C:35](=[O:36])[OH:37].[Cl:38][CH2:39][CH2:40][Cl:41].[F:15][c:16]1[c:17]([NH2:33])[cH:18][cH:19][c:20]([N:22]2[CH2:23][CH:24]([N:27]3[CH:28]([CH3:32])[CH2:29][CH2:30][CH2:31]3)[CH2:25][CH2:26]2)[cH:21]1>>[CH3:1][O:2][C:3](=[O:4])[C:5]1([CH2:11][CH2:12][CH2:13][NH:33][c:17]2[c:16]([F:15])[cH:21][c:20]([N:22]3[CH2:23][CH:24]([N:27]4[CH:28]([CH3:32])[CH2:29][CH2:30][CH2:31]4)[CH2:25][CH2:26]3)[cH:19][cH:18]2)[CH2:6][CH2:7][O:8][CH2:9][CH2:10]1. Starting materials: N1(CCC1)C(=O)C1=CC=C(O1)S(=O)(=O)NC(C)(C)C (5-(azetidin-1-ylcarbonyl)-N-(tert-butyl)furan-2-sulfonamide), N1(CCC1)C(=O)C1=CC=C(O1)S(=O)(=O)NC(C)(C)C (5-(azetidin-1-ylcarbonyl)-N-(tert-butyl)furan-2-sulfonamide). The solvent is FC(C(=O)O)(F)F (trifluoroacetic acid). Yields the product N1(CCC1)C(=O)C1=CC=C(O1)S(=O)(=O)N (5-(azetidin-1-ylcarbonyl)furan-2-sulfonamide). As a reaction SMILES: [N:1]1([C:5]([C:7]2[O:11][C:10]([S:12]([NH:15]C(C)(C)C)(=[O:14])=[O:13])=[CH:9][CH:8]=2)=[O:6])[CH2:4][CH2:3][CH2:2]1>FC(F)(F)C(O)=O>[N:1]1([C:5]([C:7]2[O:11][C:10]([S:12]([NH2:15])(=[O:14])=[O:13])=[CH:9][CH:8]=2)=[O:6])[CH2:4][CH2:3][CH2:2]1. Procedure details: A solution of 5-(azetidin-1-ylcarbonyl)-N-(tert-butyl)furan-2-sulfonamide (the product of step ii) (3 g) in trifluoroacetic acid (90 mL) was stirred at room temperature. After 18 h the mixture was evaporated to dryness in vacuo. The resulting oil was triturated with Et2O and filtered to give the subtitle compound as a white solid. Yield: 1.75 g. Starting materials: COC(C1=CC=C(C=C1)SCC(C1CCCCC1)C=1N(N=C2C1CCC2)C2=CC=C(C=C2)Cl)=O (4-{2-[2-(4-chloro-phenyl)-2,4,5,6-tetrahydro-cyclopentapyrazol-3-yl]-2-cyclohexyl-ethylsulfanyl}-benzoic acid methyl ester), [OH-].[Na+] (sodium hydroxide). Solvent: CO (MeOH). The product is ClC1=CC=C(C=C1)N1N=C2C(=C1C(CSC1=CC=C(C(=O)O)C=C1)C1CCCCC1)CCC2 (4-{2-[2-(4-Chloro-phenyl)-2,4,5,6-tetrahydro-cyclopentapyrazol-3-yl]-2-cyclohexyl-ethylsulfanyl}-benzoic acid). RXN SMILES: C[O:2][C:3](=[O:34])[C:4]1[CH:9]=[CH:8][C:7]([S:10][CH2:11][CH:12]([C:19]2[N:20]([C:27]3[CH:32]=[CH:31][C:30]([Cl:33])=[CH:29][CH:28]=3)[N:21]=[C:22]3[CH2:26][CH2:25][CH2:24][C:23]=23)[CH:13]2[CH2:18][CH2:17][CH2:16][CH2:15][CH2:14]2)=[CH:6][CH:5]=1.[OH-].[Na+]>CO>[Cl:33][C:30]1[CH:31]=[CH:32][C:27]([N:20]2[C:19]([CH:12]([CH:13]3[CH2:14][CH2:15][CH2:16][CH2:17][CH2:18]3)[CH2:11][S:10][C:7]3[CH:6]=[CH:5][C:4]([C:3]([OH:34])=[O:2])=[CH:9][CH:8]=3)=[C:23]3[CH2:24][CH2:25][CH2:26][C:22]3=[N:21]2)=[CH:28][CH:29]=1 |f:1.2|. Procedure: In analogy to the procedure described in example 2, 4-{2-[2-(4-chloro-phenyl)-2,4,5,6-tetrahydro-cyclopentapyrazol-3-yl]-2-cyclohexyl-ethylsulfanyl}-benzoic acid methyl ester was hydrolysed using aqueous sodium hydroxide solution in MeOH to give the title compound as off-white solid. MS: m/e=481.4 [M+H+].